Dataset: the Open Reaction Database (ORD), a public repository of structured organic reaction records. Task: describe an organic reaction: reactants, conditions, products, and yield Starting materials: ClC=1C=CC2=C(\C(=N/C3=C(O2)C=CC=C3)\N3CCNCC3)C1 ((E)-2-chloro-11-(piperazin-1-yl)dibenzo[b,f][1,4]oxazepine), CS(=O)(=O)C1=NC=C(C=N1)C(=O)OCC (ethyl 2-(methylsulfonyl)pyrimidine-5-carboxylate). Solvent: COCCOC (DME), O (water). The product is ClC=1C=CC2=C(\C(=N/C3=C(O2)C=CC=C3)\N3CCN(CC3)C3=NC=C(C=N3)C(=O)OCC)C1 ((E)-ethyl 2-(4-(2-chlorodibenzo[b,f][1,4]oxazepin-11-yl)piperazin-1-yl)pyrimidine-5-carboxylate). Yield: 100.2%. RXN SMILES: [Cl:1][C:2]1[CH:3]=[CH:4][C:5]2[O:11][C:10]3[CH:12]=[CH:13][CH:14]=[CH:15][C:9]=3[N:8]=[C:7]([N:16]3[CH2:21][CH2:20][NH:19][CH2:18][CH2:17]3)[C:6]=2[CH:22]=1.CS([C:27]1[N:32]=[CH:31][C:30]([C:33]([O:35][CH2:36][CH3:37])=[O:34])=[CH:29][N:28]=1)(=O)=O>COCCOC.O>[Cl:1][C:2]1[CH:3]=[CH:4][C:5]2[O:11][C:10]3[CH:12]=[CH:13][CH:14]=[CH:15][C:9]=3[N:8]=[C:7]([N:16]3[CH2:21][CH2:20][N:19]([C:27]4[N:28]=[CH:29][C:30]([C:33]([O:35][CH2:36][CH3:37])=[O:34])=[CH:31][N:32]=4)[CH2:18][CH2:17]3)[C:6]=2[CH:22]=1. Procedure details: A solution of (E)-2-chloro-11-(piperazin-1-yl)dibenzo[b,f][1,4]oxazepine (0.25 g, 0.8 mmol) and ethyl 2-(methylsulfonyl)pyrimidine-5-carboxylate (0.13 g, 0.57 mmol) in DME was stirred at room temperature for 1 h. The reaction mixture was diluted with water and extracted with ethyl acetate. The organic extract was washed with saturated aqueous solution of bicarbonate, water, acetic acid and sodium acetate (pH=4), dried over sodium sulfate and solvent evaporated. The resulting crude residue was pu... Reactants: ClCC(=O)Cl (chloroacetyl chloride), FC=1C(=C(N)C=CC1)C (3-fluoro-2-methylaniline), C([O-])(O)=O.[Na+] (sodium bicarbonate), ice. The solvent is C(C)(=O)OCC (ethyl acetate), C(C)(=O)OCC (ethyl acetate). Yields the product ClCC(=O)NC1=C(C(=CC=C1)F)C (2-Chloro-N-(3-fluoro-2-methylphenyl)acetamide). RXN SMILES: [Cl:1][CH2:2][C:3](Cl)=[O:4].[F:6][C:7]1[C:8]([CH3:14])=[C:9]([CH:11]=[CH:12][CH:13]=1)[NH2:10].C(=O)(O)[O-].[Na+]>C(OCC)(=O)C>[Cl:1][CH2:2][C:3]([NH:10][C:9]1[CH:11]=[CH:12][CH:13]=[C:7]([F:6])[C:8]=1[CH3:14])=[O:4] |f:2.3|. Procedure details: A solution of chloroacetyl chloride (38.4 ml, 480 mmol) in ethyl acetate (100 ml) was slowly added to a vigorously-stirred mixture of 3-fluoro-2-methylaniline (60 g, 480 mmol), saturated aqueous sodium bicarbonate (400 ml), ice (ca 100 g) and ethyl acetate (400 ml). Some solid formed then dissolved. After 1 hour the mixture was evaporated to removing the ethyl acetate) and filtered, washing with water. The resulting product was dried in vacuo (94.4 g, 98%). Reactants: ClC1=CC=C2C(=C1)NC(C21C(N(C(CC1C1=CC(=CC=C1)Cl)=O)CCCCl)C1=C(C=CC(=C1)F)C)=O.COC(C)[Si](C)(C)C (racemic (2′R,3R,4′S)-6-chloro-4′-(3-chlorophenyl)-1′-(3-chloro-propyl)-2′-(5-fluoro-2-methylphenyl)-2,3-dihydro-2,6′-dioxospiro[indole-3,3′-piperidine] 1-methoxyethyl trimethylsilane), CCN(C(C)C)C(C)C (N,N′-diisopropylethylamine). Solvent: N1CCOCC1 (morpholine). Run at temperature 120 celsius, time 4 hour. The product is ClC1=CC=C2C(=C1)NC(C21C(N(C(CC1C1=CC(=CC=C1)Cl)=O)CCCN1CCOCC1)C1=C(C=CC(=C1)F)C)=O (racemic (2′R,3R,4′S)-6-chloro-4′-(3-chlorophenyl)-2′-(5-fluoro-2-methylphenyl)-1′-(3-morpholin-4-yl-propyl)spiro[3H-indole-3,3′-piperidine]-2,6′(1H)-dione). Isolated yield 37.3%. Reaction SMILES: [Cl:1][C:2]1[CH:7]=[C:6]2[NH:8][C:9](=[O:36])[C:10]3([CH:15]([C:16]4[CH:21]=[CH:20][CH:19]=[C:18]([Cl:22])[CH:17]=4)[CH2:14][C:13](=[O:23])[N:12]([CH2:24][CH2:25][CH2:26]Cl)[CH:11]3[C:28]3[CH:33]=[C:32]([F:34])[CH:31]=[CH:30][C:29]=3[CH3:35])[C:5]2=[CH:4][CH:3]=1.[CH3:37][O:38][CH:39]([Si](C)(C)C)[CH3:40].C[CH2:46][N:47](C(C)C)C(C)C>N1CCOCC1>[Cl:1][C:2]1[CH:7]=[C:6]2[NH:8][C:9](=[O:36])[C:10]3([CH:15]([C:16]4[CH:21]=[CH:20][CH:19]=[C:18]([Cl:22])[CH:17]=4)[CH2:14][C:13](=[O:23])[N:12]([CH2:24][CH2:25][CH2:26][N:47]4[CH2:40][CH2:39][O:38][CH2:37][CH2:46]4)[CH:11]3[C:28]3[CH:33]=[C:32]([F:34])[CH:31]=[CH:30][C:29]=3[CH3:35])[C:5]2=[CH:4][CH:3]=1 |f:0.1|. Procedure: The mixture of racemic (2′R,3R,4′S)-6-chloro-4′-(3-chlorophenyl)-2′-(5-fluoro-2-methylphenyl)-2,3-dihydro-1′-(3-chloro-propyl)-2,6′-dioxospiro[indole-3,3′-piperidine]-1-methoxyethyl trimethylsilane (0.24 g, 0.36 mmol) prepared in example 60a and morpholine (10 mL) was heated at 120° C. for 1 h. The mixture was concentrated to dryness. The resulting residue was added dichloromethane (20 mL) and then trifluoroacetic acid (20 mL). The reaction mixture was stirred at room temperature for 4 h. The re...